From a dataset of the Open Reaction Database (ORD), a public repository of structured organic reaction records. describe an organic reaction: reactants, conditions, products, and yield Procedure details: The hydrochloride (203 mg) of the compound obtained in Example 65-1 was dissolved in DMF (3.0 ml) and added with cinnamyl alcohol (73.9 μl) and the whole was refluxed overnight under heating. After completion of the reaction, the solvent was distilled off. The resultant was dissolved in chloroform and added with a saturated aqueous sodium hydrogen carbonate solution and the whole was stirred for a while. The solution was subjected to extraction with chloroform and washed with a saturated saline ... The reactants are Cl (hydrochloride), C(CC)N(CCCCN(CC1=CC=C(C=C1)CN(CC=1N(C=CN1)C)CC=1NC=CN1)CC(=O)O)CCC ([(4-dipropylamino-butyl)-(4-[[(1H-imidazol-2-ylmethyl)-(1-methyl-1H-imidazol-2-ylmethyl)-amino]-methyl]-benzyl)-amino]-acetic acid), C(C=CC1=CC=CC=C1)O (cinnamyl alcohol). Solvent: CN(C)C=O (DMF). The product is C(C=CC1=CC=CC=C1)OC(CN(CC1=CC=C(C=C1)CN(CC=1N(C=CN1)C)CC=1NC=CN1)CCCCN(CCC)CCC)=O ([(4-dipropylamino-butyl)-(4-[[(1H-imidazol-2-ylmethyl)-(1-methyl-1H-imidazol-2-ylmethyl)-amino]-methyl]-benzyl)-amino]-acetic acid cinnamyl ester). Reaction SMILES: Cl.[CH2:2]([N:5]([CH2:37][CH2:38][CH3:39])[CH2:6][CH2:7][CH2:8][CH2:9][N:10]([CH2:33][C:34]([OH:36])=[O:35])[CH2:11][C:12]1[CH:17]=[CH:16][C:15]([CH2:18][N:19]([CH2:27][C:28]2[NH:29][CH:30]=[CH:31][N:32]=2)[CH2:20][C:21]2[N:22]([CH3:26])[CH:23]=[CH:24][N:25]=2)=[CH:14][CH:13]=1)[CH2:3][CH3:4].[CH2:40](O)[CH:41]=[CH:42][C:43]1[CH:48]=[CH:47][CH:46]=[CH:45][CH:44]=1>CN(C=O)C>[CH2:40]([O:35][C:34](=[O:36])[CH2:33][N:10]([CH2:9][CH2:8][CH2:7][CH2:6][N:5]([CH2:2][CH2:3][CH3:4])[CH2:37][CH2:38][CH3:39])[CH2:11][C:12]1[CH:17]=[CH:16][C:15]([CH2:18][N:19]([CH2:27][C:28]2[NH:29][CH:30]=[CH:31][N:32]=2)[CH2:20][C:21]2[N:22]([CH3:26])[CH:23]=[CH:24][N:25]=2)=[CH:14][CH:13]=1)[CH:41]=[CH:42][C:43]1[CH:48]=[CH:47][CH:46]=[CH:45][CH:44]=1.